This data is from the Open Reaction Database (ORD), a public repository of structured organic reaction records. The task is: describe an organic reaction: reactants, conditions, products, and yield Starting materials: Cl.NN (hydrazine hydrochloride), [Na] (Sodium), C(C)(=O)C=1C=NC=CC1 (3-acetylpyridine), C(C(=O)OCC)(=O)OCC (diethyl oxalate), [OH-].[Na+] (NaOH). Solvent: O (water), C(C)O (ethanol). Run at temperature 75 celsius. The product is N1=CC(=CC=C1)C1=NNC(=C1)C(=O)OCC (Ethyl 3-(pyridin-3-yl)-1H-pyrazole-5-carboxylate). As a reaction SMILES: [Na].[C:2]([C:5]1[CH:6]=[N:7][CH:8]=[CH:9][CH:10]=1)(=O)[CH3:3].[C:11](OCC)(=O)[C:12]([O:14][CH2:15][CH3:16])=[O:13].Cl.[NH2:22][NH2:23].[OH-].[Na+]>C(O)C.O>[N:7]1[CH:8]=[CH:9][CH:10]=[C:5]([C:2]2[CH:3]=[C:11]([C:12]([O:14][CH2:15][CH3:16])=[O:13])[NH:23][N:22]=2)[CH:6]=1 |f:3.4,5.6,^1:0|. Procedure details: Sodium (0.2 g, 13.69 mmol) was dissolved completely in 12 mL of ethanol under nitrogen atmosphere. To this solution was added 3-acetylpyridine (1.499 ml, 13.69 mmol) followed by diethyl oxalate (1.859 ml, 13.69 mmol) at RT with constant stirring. The mixture was then warmed to 75° C. for 3 h. The mixture was then cooled to RT and a solution of hydrazine hydrochloride (0.938 g, 13.69 mmol) in water (2 ml) was added. Further again the solution was warmed to 75° C. for 3 h. After the completion of ... Starting materials: C(C)(=O)NC1=C(C(=NC(=C1F)Cl)C(=O)OC)Cl (methyl 4-(acetylamino)-3,6-dichloro-5-fluoro-picolinate), NC1=C(C(=NC(=C1F)Br)C(=O)OC)Cl (methyl 4-amino-6-bromo-3-chloro-5-fluoropicolinate). Product: C(C)(=O)NC1=C(C(=NC(=C1F)Br)C(=O)OC)Cl (Methyl 4-(acetylamino)-6-bromo-3-chloro-5-fluoro-picolinate). RXN SMILES: [C:1]([NH:4][C:5]1[C:10]([F:11])=[C:9](Cl)[N:8]=[C:7]([C:13]([O:15][CH3:16])=[O:14])[C:6]=1[Cl:17])(=[O:3])[CH3:2].NC1C(F)=C([Br:26])N=C(C(OC)=O)C=1Cl>>[C:1]([NH:4][C:5]1[C:10]([F:11])=[C:9]([Br:26])[N:8]=[C:7]([C:13]([O:15][CH3:16])=[O:14])[C:6]=1[Cl:17])(=[O:3])[CH3:2]. Procedure details: Methyl 4-(acetylamino)-6-bromo-3-chloro-5-fluoro-picolinate was prepared in analogous fashion to methyl 4-(acetylamino)-3,6-dichloro-5-fluoro-picolinate in Example 8 except that methyl 4-amino-6-bromo-3-chloro-5-fluoropicolinate was used in place of methyl 4-amino-3,6-dichloro-5-fluoropicolinate: mp=190-192° C.; 1H NMR (400 MHz, DMSO-d6) δ 10.5 (s, 1H), 3.93 (s, 3H), 2.16 (s, 3H); 13C NMR (100.6 MHz, DMSO-d6) δ 168.0, 162.8, 153.1, 150.5, 143.7 (d, JF-C=24 Hz), 134.1 (d, JF-C=56 Hz), 127.3 (d, J... Reactants: ClC=1C=C(C=CC1F)C=1N=C(SC1)C(=O)OCC (Ethyl 4-(3-chloro-4-fluorophenyl)-1,3-thiazole-2-carboxylate), BrN1C(CCC1=O)=O (N-bromosuccinimide). Reagents/catalysts: [Fe](Cl)(Cl)Cl (iron trichloride). The product is BrC1=C(N=C(S1)C(=O)OCC)C1=CC(=C(C=C1)F)Cl (Ethyl 5-bromo-4-(3-chloro-4-fluorophenyl)-1,3-thiazole-2-carboxylate). As a reaction SMILES: [Cl:1][C:2]1[CH:3]=[C:4]([C:9]2[N:10]=[C:11]([C:14]([O:16][CH2:17][CH3:18])=[O:15])[S:12][CH:13]=2)[CH:5]=[CH:6][C:7]=1[F:8].[Br:19]N1C(=O)CCC1=O>ClCCl.[Fe](Cl)(Cl)Cl>[Br:19][C:13]1[S:12][C:11]([C:14]([O:16][CH2:17][CH3:18])=[O:15])=[N:10][C:9]=1[C:4]1[CH:5]=[CH:6][C:7]([F:8])=[C:2]([Cl:1])[CH:3]=1. Procedure details: 1.94 g of the compound from Example 2A having a purity of 57% (3.87 mmol) are provided in 35 ml of dichloromethane, 6.04 g (33.9 mmol) of N-bromosuccinimide and a spatula tip of iron trichloride are added and the mixture is heated under reflux for 18 hours. The reaction mixture is concentrated, the residue is purified by flash chromatography (mobile phase: cyclohexane/ethyl acetate 30:1), and 1.30 g (83% of theory) of the title compound are obtained. The solvent is ClCCl (dichloromethane). The product is OCCn1ccc2cc(Br)ccc21. Reactants: COC(=O)Cn1ccc2cc(Br)ccc21, C1CCOC1, CC(C)C[AlH]CC(C)C, CCOCC. As a reaction SMILES: [Br:10][c:11]1[cH:12][c:13]2[cH:14][cH:15][n:16]([CH2:20][C:21](=[O:22])[O:23][CH3:24])[c:17]2[cH:18][cH:19]1.[CH2:30]1[O:31][CH2:32][CH2:33][CH2:34]1.[CH3:1][CH:2]([CH2:3][AlH:4][CH2:5][CH:6]([CH3:7])[CH3:8])[CH3:9].[CH3:25][CH2:26][O:27][CH2:28][CH3:29]>>[Br:10][c:11]1[cH:12][c:13]2[cH:14][cH:15][n:16]([CH2:20][CH2:21][OH:22])[c:17]2[cH:18][cH:19]1. The reactants are ClC1=C(C(=C(C=C1OC)OC)Cl)C1=CC2=C(C=N1)C(=NN2)C=2C=NN(C2)CC(=O)O ({4-[6-(2,6-dichloro-3,5-dimethoxyphenyl)-1H-pyrazolo[4,3-c]pyridin-3-yl]-1H-pyrazol-1-yl}acetic acid), CN1CCNCC1 (1-methyl piperazine). The product is ClC1=C(C(=C(C=C1OC)OC)Cl)C1=CC2=C(C=N1)C(=NN2)C=2C=NN(C2)CC(=O)N2CCN(CC2)C (6-(2,6-Dichloro-3,5-dimethoxyphenyl)-3-{1-[2-(4-methylpiperazin-1-yl)-2-oxoethyl]-1H-pyrazol-4-yl}-1H-pyrazolo[4,3-c]pyridine). RXN SMILES: [Cl:1][C:2]1[C:7]([O:8][CH3:9])=[CH:6][C:5]([O:10][CH3:11])=[C:4]([Cl:12])[C:3]=1[C:13]1[N:18]=[CH:17][C:16]2[C:19]([C:22]3[CH:23]=[N:24][N:25]([CH2:27][C:28]([OH:30])=O)[CH:26]=3)=[N:20][NH:21][C:15]=2[CH:14]=1.[CH3:31][N:32]1[CH2:37][CH2:36][NH:35][CH2:34][CH2:33]1>>[Cl:12][C:4]1[C:5]([O:10][CH3:11])=[CH:6][C:7]([O:8][CH3:9])=[C:2]([Cl:1])[C:3]=1[C:13]1[N:18]=[CH:17][C:16]2[C:19]([C:22]3[CH:23]=[N:24][N:25]([CH2:27][C:28]([N:35]4[CH2:36][CH2:37][N:32]([CH3:31])[CH2:33][CH2:34]4)=[O:30])[CH:26]=3)=[N:20][NH:21][C:15]=2[CH:14]=1. Procedure details: This compound was prepared by using procedures analogous to those described for the synthesis of Example 36, Step 2, starting from {4-[6-(2,6-dichloro-3,5-dimethoxyphenyl)-1H-pyrazolo[4,3-c]pyridin-3-yl]-1H-pyrazol-1-yl}acetic acid and 1-methyl piperazine. LCMS (M+H)+=530.1/532.1.